Dataset: the Open Reaction Database (ORD), a public repository of structured organic reaction records. Task: describe an organic reaction: reactants, conditions, products, and yield Reactants: [Cl-], [K+], [K+], [K+], NC1=NC2(COC1)c1cc(O)ccc1Oc1c(F)cc(Br)cc12, [NH4+], C1COCCO1, CC1(C)OB(C2=CCCOC2)OC1(C)C, O, O=P([O-])([O-])[O-]. The product is NC1=NC2(COC1)c1cc(O)ccc1Oc1c(F)cc(C3=CCCOC3)cc12. Reaction SMILES: [Cl-:54].[K+:6].[K+:7].[K+:8].[NH2:24][C:25]1=[N:26][C:27]2([CH2:28][O:29][CH2:30]1)[c:31]1[cH:32][c:33]([OH:46])[cH:34][cH:35][c:36]1[O:37][c:38]1[c:39]([F:45])[cH:40][c:41]([Br:44])[cH:42][c:43]12.[NH4+:55].[O:48]1[CH2:49][CH2:50][O:51][CH2:52][CH2:53]1.[O:9]1[CH2:10][C:11]([B:15]2[O:16][C:17]([CH3:18])([CH3:19])[C:20]([CH3:21])([CH3:22])[O:23]2)=[CH:12][CH2:13][CH2:14]1.[OH2:47].[P:1]([O-:2])([O-:3])([O-:4])=[O:5]>>[O:9]1[CH2:10][C:11]([c:41]2[cH:40][c:39]([F:45])[c:38]3[c:43]([cH:42]2)[C:27]2([N:26]=[C:25]([NH2:24])[CH2:30][O:29][CH2:28]2)[c:31]2[cH:32][c:33]([OH:46])[cH:34][cH:35][c:36]2[O:37]3)=[CH:12][CH2:13][CH2:14]1. Reactants: COC(C)(C)C, CCc1cc(C=O)cc(C)c1OCc1ccccc1, CC=C(C)C, CC(C)(C)O, [O-][Cl+][O-], [Na+], O. Yields the product CCc1cc(C(=O)O)cc(C)c1OCc1ccccc1. As a reaction SMILES: [C:35]([O:36][CH3:37])([CH3:38])([CH3:39])[CH3:40].[CH2:1]([c:2]1[cH:3][cH:4][cH:5][cH:6][cH:7]1)[O:8][c:9]1[c:10]([CH2:18][CH3:19])[cH:11][c:12]([CH:13]=[O:14])[cH:15][c:16]1[CH3:17].[CH3:20][C:21](=[CH:22][CH3:23])[CH3:24].[CH3:29][C:30]([OH:31])([CH3:32])[CH3:33].[Cl+:25]([O-:26])[O-:27].[Na+:28].[OH2:34]>>[CH2:1]([c:2]1[cH:3][cH:4][cH:5][cH:6][cH:7]1)[O:8][c:9]1[c:10]([CH2:18][CH3:19])[cH:11][c:12]([C:13](=[O:14])[OH:26])[cH:15][c:16]1[CH3:17]. The reactants are Cc1oc(-c2ccc(Br)cc2)nc1CN1CCCC1C, CS(=O)(=O)c1ccc(B(O)O)cc1. Yields the product Cc1oc(-c2ccc(-c3ccc(S(C)(=O)=O)cc3)cc2)nc1CN1CCCC1C. Reaction SMILES: [Br:1][c:2]1[cH:3][cH:4][c:5](-[c:8]2[o:9][c:10]([CH3:20])[c:11]([CH2:13][N:14]3[CH:15]([CH3:19])[CH2:16][CH2:17][CH2:18]3)[n:12]2)[cH:6][cH:7]1.[CH3:21][S:22](=[O:23])(=[O:24])[c:25]1[cH:26][cH:27][c:28]([B:31]([OH:32])[OH:33])[cH:29][cH:30]1>>[c:2]1(-[c:28]2[cH:27][cH:26][c:25]([S:22]([CH3:21])(=[O:23])=[O:24])[cH:30][cH:29]2)[cH:3][cH:4][c:5](-[c:8]2[o:9][c:10]([CH3:20])[c:11]([CH2:13][N:14]3[CH:15]([CH3:19])[CH2:16][CH2:17][CH2:18]3)[n:12]2)[cH:6][cH:7]1. Starting materials: [H-].[Na+] (sodium hydride), C(C)OC(CS)=O (ethyl-2-mercaptoacetate), ClC1=C(C#N)C(=CC=C1)C (2-chloro-6-methylbenzonitrile). Run in CN(C=O)C (N,N-dimethylformamide). Conditions: time 15 minute. The product is NC=1C2=C(SC1C(=O)OCC)C=CC=C2C (ethyl 3-amino-4-methyl-benzo[b]thiophene-2-carboxylate). Isolated yield 51.5%. RXN SMILES: [H-].[Na+].[CH2:3]([O:5][C:6](=[O:9])[CH2:7][SH:8])[CH3:4].Cl[C:11]1[CH:18]=[CH:17][CH:16]=[C:15]([CH3:19])[C:12]=1[C:13]#[N:14]>CN(C)C=O>[NH2:14][C:13]1[C:12]2[C:15]([CH3:19])=[CH:16][CH:17]=[CH:18][C:11]=2[S:8][C:7]=1[C:6]([O:5][CH2:3][CH3:4])=[O:9] |f:0.1|. Reported procedure: At 0° C., sodium hydride, 60% dispersion in mineral oil, (280 mg, 7 mmol) was added to a solution of ethyl-2-mercaptoacetate (750 μL, 6.8 mmol) in N,N-dimethylformamide (20 mL). After 15 minutes, 2-chloro-6-methylbenzonitrile (1 g, 6.60 mmol) was also added to the mixture which was stirred at room temperature for 2 hours more. The mixture was then concentrated and the residue was diluted with ethyl acetate. The organic layer was washed with water (30 mL), brine (30 mL), dried over sodium sulfate... Reactants: CN1C(=S)N(C(=O)CC1=O)C (1,3-dimethyl-2-thiobarbituric acid), N1=CC=CC=C1 (pyridine), ClC(=O)OCC (ethyl chloroformate), ClC1=CC(=C(N)C=C1)OC1=C(C=CC=C1Cl)Cl (4-chloro-2-(2,6-dichlorophenoxy)aniline). Reagents/catalysts: CN(C1=CC=NC=C1)C (4-dimethylaminopyridine). The solvent is ClCCl (dichloromethane), C(C)O (ethanol), CN(C=O)C (dimethylformamide). Run at temperature 0 celsius, time 12 hour. The product is CN1C(=S)N(C(=O)C(C1=O)C(NC1=C(C=C(C=C1)Cl)OC1=C(C=CC=C1Cl)Cl)=O)C (1,3-Dimethyl-5-[4-chloro-2-(2,6-dichlorophenoxy)phenylcarbamoyl]-2-thiobarbituric acid). As a reaction SMILES: [CH3:1][N:2]1[C:9](=[O:10])[CH2:8][C:6](=[O:7])[N:5]([CH3:11])[C:3]1=[S:4].N1C=CC=CC=1.Cl[C:19](OCC)=[O:20].[Cl:24][C:25]1[CH:31]=[CH:30][C:28]([NH2:29])=[C:27]([O:32][C:33]2[C:38]([Cl:39])=[CH:37][CH:36]=[CH:35][C:34]=2[Cl:40])[CH:26]=1>CN(C)C1C=CN=CC=1.ClCCl.C(O)C.CN(C)C=O>[CH3:11][N:5]1[C:6](=[O:7])[CH:8]([C:19](=[O:20])[NH:29][C:28]2[CH:30]=[CH:31][C:25]([Cl:24])=[CH:26][C:27]=2[O:32][C:33]2[C:38]([Cl:39])=[CH:37][CH:36]=[CH:35][C:34]=2[Cl:40])[C:9](=[O:10])[N:2]([CH3:1])[C:3]1=[S:4]. Procedure: 15.5 g (0.09 mol) of 1,3-dimethyl-2-thiobarbituric acid, 8.8 g (1.1 mol) of pyridine and 0.9 g of 4-dimethylaminopyridine are dissolved in 65 ml of dichloromethane and the solution is cooled to 0° C. Then 10.2 g (0.094 mol) of ethyl chloroformate are added dropwise over 1 hours. The mixture is stirred for 12 hours at 0° C. and then for 7 hours at room temperature. The bulk of the solvent is evaporated off, a solution of 26.1 g (0.09 mol) of 4-chloro-2-(2,6-dichlorophenoxy)aniline in 360 ml of et...